This data is from the Open Reaction Database (ORD), a public repository of structured organic reaction records. The task is: describe an organic reaction: reactants, conditions, products, and yield The reactants are COC(=O)C=1C=C2C=CNC2=CC1 (5-methoxycarbonylindole), ClC1=C(CI)C=CC(=C1)Cl (2,4-dichlorobenzyl iodide). Reagents/catalysts: [Ag]=O (Silver oxide). The solvent is O1CCOCC1 (dioxane). Product: ClC1=C(CC2=CNC3=CC=C(C=C23)C(=O)OC)C=CC(=C1)Cl (3-(2,4-dichlorobenzyl)-5-methoxycarbonylindole). The yield is 16.4%. Reaction SMILES: [CH3:1][O:2][C:3]([C:5]1[CH:6]=[C:7]2[C:11](=[CH:12][CH:13]=1)[NH:10][CH:9]=[CH:8]2)=[O:4].[Cl:14][C:15]1[CH:22]=[C:21]([Cl:23])[CH:20]=[CH:19][C:16]=1[CH2:17]I>[Ag]=O.O1CCOCC1>[Cl:14][C:15]1[CH:22]=[C:21]([Cl:23])[CH:20]=[CH:19][C:16]=1[CH2:17][C:8]1[C:7]2[C:11](=[CH:12][CH:13]=[C:5]([C:3]([O:2][CH3:1])=[O:4])[CH:6]=2)[NH:10][CH:9]=1. Reported procedure: Silver oxide (28.09 g) is added to a dioxane (200 ml) solution of 5-methoxycarbonylindole (17.52 g) and 2,4-dichlorobenzyl iodide (34.49 g), and stirred under reflux for 6.5 hours. The insoluble is removed through filtration, and the filtrate is concentrated under reduced pressure. The resulting oily residue is purified through silica gel column chromatography (eluent: hexane/ethyl acetate=4/1), and recrystallized from hexane/ethyl acetate to obtain 3-(2,4-dichlorobenzyl)-5-methoxycarbonylindole... The reactants are ClC=1C=CC=2N(N1)C(=NN2)C(F)(F)F (6-chloro-3-(trifluoromethyl)-[1,2,4]triazolo[4,3-b]pyridazine), N1CCC(CC1)C1=CNC2=CC=CC=C12 (3-(piperidin-4-yl)-1H-indole), CCN(C(C)C)C(C)C (DIPEA). Run in CN(C)C=O (DMF). Yields the product N1C=C(C2=CC=CC=C12)C1CCN(CC1)C=1C=CC=2N(N1)C(=NN2)C(F)(F)F (6-[4-(1H-indol-3-yl)piperidin-1-yl]-3-(trifluoromethyl)[1,2,4]triazolo[4,3-b]pyridazine). The yield is 30.8%. Reaction SMILES: Cl[C:2]1[CH:3]=[CH:4][C:5]2[N:6]([C:8]([C:11]([F:14])([F:13])[F:12])=[N:9][N:10]=2)[N:7]=1.[NH:15]1[CH2:20][CH2:19][CH:18]([C:21]2[C:29]3[C:24](=[CH:25][CH:26]=[CH:27][CH:28]=3)[NH:23][CH:22]=2)[CH2:17][CH2:16]1.CCN(C(C)C)C(C)C>CN(C=O)C>[NH:23]1[C:24]2[C:29](=[CH:28][CH:27]=[CH:26][CH:25]=2)[C:21]([CH:18]2[CH2:19][CH2:20][N:15]([C:2]3[CH:3]=[CH:4][C:5]4[N:6]([C:8]([C:11]([F:14])([F:13])[F:12])=[N:9][N:10]=4)[N:7]=3)[CH2:16][CH2:17]2)=[CH:22]1. Reported procedure: A stirred solution of 6-chloro-3-(trifluoromethyl)-[1,2,4]triazolo[4,3-b]pyridazine (0.223 g, 1.0 mmol), 3-(piperidin-4-yl)-1H-indole (0.240 g, 1.20 mmol) and DIPEA (0.257 mL, 1.50 mmol) in DMF (3 mL) was heated at 70° C. for 1 hour. The reaction mixture was run onto an SCX cartridge, which was washed with MeOH and eluted with 2M ammonia in methanol. The crude product was purified by MPLC silica chromatography, eluting with ethyl acetate. Pure fractions were evaporated to a gum which crystallise... The reactants are ClC1=NC=CC(=N1)Cl (2,4-dichloropyrimidine), N1C=NC=C1 (imidazole). The solvent is O1CCCC1 (tetrahydrofuran). The product is ClC1=NC=CC(=N1)N1C=NC=C1 (2-chloro-4-(1-imidazolyl)pyrimidine). Yield: 101.9%. RXN SMILES: [Cl:1][C:2]1[N:7]=[C:6](Cl)[CH:5]=[CH:4][N:3]=1.[NH:9]1[CH:13]=[CH:12][N:11]=[CH:10]1>O1CCCC1>[Cl:1][C:2]1[N:7]=[C:6]([N:9]2[CH:13]=[CH:12][N:11]=[CH:10]2)[CH:5]=[CH:4][N:3]=1. Reported procedure: In anhydrous tetrahydrofuran, 680 mg of 2,4-dichloropyrimidine was substituted with 680 mg of imidazole. The reaction mixture was then treated according to the procedure of Example 5 to yield 840 mg of the 2-chloro-4-(1-imidazolyl)pyrimidine, recrystallized from a mixture of n-hexane and ethyl acetate, having a melting point of 127.5°-128° C.